Dataset: the Open Reaction Database (ORD), a public repository of structured organic reaction records. Task: describe an organic reaction: reactants, conditions, products, and yield Starting materials: NN1C(C2=CC=CC=C2C(=N1)N1CCOCC1)=O (2-amino-4-morpholinophthalazin-1(2H)-one), COC=1C=C(C=CC1)CC(=O)O (2-(3-methoxyphenyl)acetic acid). Product: COC=1C=C(C=CC1)CC(=O)NN1C(C2=CC=CC=C2C(=N1)N1CCOCC1)=O (2-(3-methoxyphenyl)-N-[4-(morpholin-4-yl)-1-oxophthalazin-2(1H)-yl]acetamide). RXN SMILES: [NH2:1][N:2]1[N:11]=[C:10]([N:12]2[CH2:17][CH2:16][O:15][CH2:14][CH2:13]2)[C:9]2[C:4](=[CH:5][CH:6]=[CH:7][CH:8]=2)[C:3]1=[O:18].[CH3:19][O:20][C:21]1[CH:22]=[C:23]([CH2:27][C:28](O)=[O:29])[CH:24]=[CH:25][CH:26]=1>>[CH3:19][O:20][C:21]1[CH:22]=[C:23]([CH2:27][C:28]([NH:1][N:2]2[N:11]=[C:10]([N:12]3[CH2:17][CH2:16][O:15][CH2:14][CH2:13]3)[C:9]3[C:4](=[CH:5][CH:6]=[CH:7][CH:8]=3)[C:3]2=[O:18])=[O:29])[CH:24]=[CH:25][CH:26]=1. Procedure: The product of Example 1B and 2-(3-methoxyphenyl)acetic acid were treated using a method similar to that described in Example 111 to give the title compound. 1H NMR (500 MHz, DMSO-d6/Deuterium Oxide) δ ppm 8.31 (dd, J=7.9, 1.3 Hz, 1H), 7.97-8.05 (m, 2H), 7.91 (td, J=7.5, 1.3 Hz, 1H), 7.27 (t, J=7.8 Hz, 1H), 6.98-6.99 (m, 1H), 6.96 (d, J=7.6 Hz, 1H), 6.86 (dd, J=8.2, 2.6 Hz, 1H), 3.81-3.83 (m, 4H), 3.77 (s, 3H), 3.63 (s, 2H), 3.03-3.13 (m, 4H); MS (ESI−) M/Z 393 (M−H)−. Reactants: Intermediate 1, C1(=CC=CC=C1)C1=NC2=C(N1)C=CC=C2 (2-phenyl-1H-benzo[d]imidazole), C(C)O (ethanol). Yields the product C(C)(C)C1=C(C=CC=C1)N1C(=NC2=C1C=CC=C2)C2=CC=CC=C2 (1-(2-isopropylphenyl)-2-phenyl-1H-benzo[d]imidazole). RXN SMILES: [C:1]1([C:7]2[NH:11][C:10]3[CH:12]=[CH:13][CH:14]=[CH:15][C:9]=3[N:8]=2)[CH:6]=[CH:5][CH:4]=[CH:3][CH:2]=1.[CH2:16](O)[CH3:17]>>[CH:9]([C:17]1[CH:16]=[CH:3][CH:2]=[CH:1][C:6]=1[N:11]1[C:10]2[CH:12]=[CH:13][CH:14]=[CH:15][C:9]=2[N:8]=[C:7]1[C:1]1[CH:2]=[CH:3][CH:4]=[CH:5][CH:6]=1)([CH3:15])[CH3:10]. Reported procedure: Intermediate 1 (1.5 g, 2.1 mmol) and 142-isopropylphenyl)-2-phenyl-1H-benzo[d]imidazole (2 g, 6.4 mmol) were mixed with 30 ml of ethanol in a three-neck flask under nitrogen. The mixture was heated up to reflux for 24 hours. After cooled to room temperature, the precipitate was collected by filtration. The product was purified by column chromatography using 1:2 dichloromethane and hexanes as eluent. 0.7 g of desired product was obtained after purification.